From a dataset of the Open Reaction Database (ORD), a public repository of structured organic reaction records. describe an organic reaction: reactants, conditions, products, and yield The reactants are CC1=C(C=CC(=C1)OC1=C(C=C(C=C1)C(C(F)(F)F)(C(F)(F)F)OCOC)CCC)[N+](=O)[O-] (2-methyl-4-[2-propyl-4-(2,2,2-trifluoro-1-methoxymethoxy-1-trifluoromethyl-ethyl)-phenoxy]-1-nitrobenzene), resultant mixture. The reagents and catalysts are [C].[Pd] (palladium carbon). Solvent: CO (methanol). The product is CC1=C(C=CC(=C1)OC1=C(C=C(C=C1)C(C(F)(F)F)(C(F)(F)F)OCOC)CCC)N (2-methyl-4-[2-propyl-4-(2,2,2-trifluoro-1-methoxymethoxy-1-trifluoromethyl-ethyl)-phenoxy]-phenylamine). The yield is 99.7%. Reaction SMILES: [CH3:1][C:2]1[CH:7]=[C:6]([O:8][C:9]2[CH:14]=[CH:13][C:12]([C:15]([O:24][CH2:25][O:26][CH3:27])([C:20]([F:23])([F:22])[F:21])[C:16]([F:19])([F:18])[F:17])=[CH:11][C:10]=2[CH2:28][CH2:29][CH3:30])[CH:5]=[CH:4][C:3]=1[N+:31]([O-])=O>CO.[C].[Pd]>[CH3:1][C:2]1[CH:7]=[C:6]([O:8][C:9]2[CH:14]=[CH:13][C:12]([C:15]([O:24][CH2:25][O:26][CH3:27])([C:16]([F:17])([F:18])[F:19])[C:20]([F:21])([F:22])[F:23])=[CH:11][C:10]=2[CH2:28][CH2:29][CH3:30])[CH:5]=[CH:4][C:3]=1[NH2:31] |f:2.3|. Procedure details: To a solution of 2-methyl-4-[2-propyl-4-(2,2,2-trifluoro-1-methoxymethoxy-1-trifluoromethyl-ethyl)-phenoxy]-1-nitrobenzene (293 mg, 0.609 mmol) in methanol (3.0 mL), palladium carbon (29 mg) was added and the resultant mixture was stirred for 3 hours under a hydrogen atmosphere. The reaction solution was filtered using celite, concentrated in vacuo, and 2-methyl-4-[2-propyl-4-(2,2,2-trifluoro-1-methoxymethoxy-1-trifluoromethyl-ethyl)-phenoxy]-phenylamine (274 mg, yield >100%) was obtained as a r... Starting materials: 13.8, [Li] (lithium), O(CC)CC (1,1'-oxybisethane), 156, IC (iodomethane), O(CC)CC (1,1'-oxybisethane), O(CC)CC (1,1'-oxybisethane), [Li] (lithium), CC(C)N1CCC(CC1)(C(=O)O)NC1=CC=CC=C1 (1-(1-methylethyl)-4-(phenylamino)-4-piperidinecarboxylic acid). The solvent is O (water). Reaction conditions: temperature 5 celsius, time 1.5 hour. Product: CC(C)N1CCC(CC1)(NC1=CC=CC=C1)C(C)=O (1-[1-(1-methylethyl)-4-(phenylamino)-4-piperidinyl]ethanone). Isolated yield 33.5%. As a reaction SMILES: [Li].[O:2]([CH2:5][CH3:6])CC.IC.[CH3:9][CH:10]([N:12]1[CH2:17][CH2:16][C:15]([NH:21][C:22]2[CH:27]=[CH:26][CH:25]=[CH:24][CH:23]=2)(C(O)=O)[CH2:14][CH2:13]1)[CH3:11]>O>[CH3:11][CH:10]([N:12]1[CH2:17][CH2:16][C:15]([C:5](=[O:2])[CH3:6])([NH:21][C:22]2[CH:23]=[CH:24][CH:25]=[CH:26][CH:27]=2)[CH2:14][CH2:13]1)[CH3:9] |^1:0|. Procedure: To a stirred mixture of 13.8 parts of lithium and 140 parts of 1,1'-oxybisethane is added dropwise a mixture of 156 parts of iodomethane and 140 parts of 1,1'-oxybisethane while nitrogen gas is introduced. After the addition is complete, there are added 420 parts of 1,1'-oxybisethane and stirring is continued at reflux temperature till all lithium has reacted (about 15 minutes). Then there are added portionwise 26.25 parts of 1-(1-methylethyl)-4-(phenylamino)-4-piperidinecarboxylic acid (exother... Product: COC(=O)C=Cc1ccc2c(c1)C(=O)CC1(CCN(Cc3ccccc3)CC1)O2. Reaction SMILES: [Br:30][CH2:31][c:32]1[cH:33][cH:34][cH:35][cH:36][cH:37]1.[CH3:1][O:2][C:3]([CH:4]=[CH:5][c:6]1[cH:7][c:8]2[c:13]([cH:14][cH:15]1)[O:12][C:11]1([CH2:10][C:9]2=[O:28])[CH2:16][CH2:17][N:18]([C:21]([O:22][C:23]([CH3:24])([CH3:25])[CH3:26])=[O:27])[CH2:19][CH2:20]1)=[O:29].[Cl:38][CH2:39][Cl:40]>>[CH3:1][O:2][C:3]([CH:4]=[CH:5][c:6]1[cH:7][c:8]2[c:13]([cH:14][cH:15]1)[O:12][C:11]1([CH2:10][C:9]2=[O:28])[CH2:16][CH2:17][N:18]([CH2:21][c:32]2[cH:33][cH:34][cH:35][cH:36][cH:37]2)[CH2:19][CH2:20]1)=[O:29]. Starting materials: BrCc1ccccc1, COC(=O)C=Cc1ccc2c(c1)C(=O)CC1(CCN(C(=O)OC(C)(C)C)CC1)O2, ClCCl. Starting materials: C1(CCCC1)C1=NC(=CC(=C1)C1=NC(=NO1)C1=CC(=C(C(=C1)C)O)CC)OC (4-[5-(2-cyclopentyl-6-methoxy-pyridin-4-yl)-[1,2,4]oxadiazol-3-yl]-2-ethyl-6-methyl-phenol), [H-].[Na+] (NaH), BrCC(=O)OCC (ethyl bromoacetate). Solvent: CN(C)C=O (DMF). Reaction conditions: temperature 0 celsius, time 30 minute. Yields the product C1(CCCC1)C1=NC(=CC(=C1)C1=NC(=NO1)C1=CC(=C(OCC(=O)O)C(=C1)C)CC)OC (2-(4-(5-(2-Cyclopentyl-6-methoxypyridin-4-yl)-1,2,4-oxadiazol-3-yl)-2-ethyl-6-methylphenoxy)acetic acid). Isolated yield 62.4%. Reaction SMILES: [CH:1]1([C:6]2[CH:11]=[C:10]([C:12]3[O:16][N:15]=[C:14]([C:17]4[CH:22]=[C:21]([CH3:23])[C:20]([OH:24])=[C:19]([CH2:25][CH3:26])[CH:18]=4)[N:13]=3)[CH:9]=[C:8]([O:27][CH3:28])[N:7]=2)[CH2:5][CH2:4][CH2:3][CH2:2]1.[H-].[Na+].Br[CH2:32][C:33]([O:35]CC)=[O:34]>CN(C=O)C>[CH:1]1([C:6]2[CH:11]=[C:10]([C:12]3[O:16][N:15]=[C:14]([C:17]4[CH:22]=[C:21]([CH3:23])[C:20]([O:24][CH2:32][C:33]([OH:35])=[O:34])=[C:19]([CH2:25][CH3:26])[CH:18]=4)[N:13]=3)[CH:9]=[C:8]([O:27][CH3:28])[N:7]=2)[CH2:2][CH2:3][CH2:4][CH2:5]1 |f:1.2|. Procedure details: To a solution of 4-[5-(2-cyclopentyl-6-methoxy-pyridin-4-yl)-[1,2,4]oxadiazol-3-yl]-2-ethyl-6-methyl-phenol (203 mg, 0.535 mmol) in DMF (5 mL), NaH (43 mg, 1.07 mmol, 60% in mineral oil) is added at 0° C. The mixture is stirred at 0° C. and ethyl bromoacetate (98 mg, 0.588 mmol) is added. Stirring is continued at 0° C. for 30 min, then at rt for 72 h. The reaction is quenched by adding water (2 mL) and the mixture is concentrated. The residue is dissolved in THF (10 mL), methanol (10 mL) and 2 N... Reactants: O=P(Cl)(Cl)Cl (POCl3), ClC(C(=O)OCCCC)(CC(C#N)Cl)Cl (Butyl 2,2,4-trichloro-4-cyanobutyrate), Cl (HCl), P(=O)(Cl)(Cl)Cl (phosphorus oxychloride). Yields the product ClC1=NC(=C(C=C1Cl)Cl)Cl (2,3,5,6-tetrachloropyridine). Isolated yield 62.0%. Reaction SMILES: Cl[C:2]([Cl:15])([CH2:10][CH:11]([Cl:14])[C:12]#[N:13])[C:3](OCCCC)=O.[ClH:16].P(Cl)(Cl)([Cl:19])=O>>[Cl:16][C:12]1[C:11]([Cl:14])=[CH:10][C:2]([Cl:15])=[C:3]([Cl:19])[N:13]=1. Procedure: Butyl 2,2,4-trichloro-4-cyanobutyrate (12 g), phosphorus oxychloride (40 mL) and dry HCl gas (1.6 g) were heated at 140° C. for 10 hours. The resulting reaction mixture was worked up as described in Example 1 and 32 mL of POCl3 were recovered. The methylene chloride solution obtained after work-up was analyzed by GLC with an internal standard. The analysis indicated a 62% yield of 2,3,5,6-tetrachloropyridine.